Dataset: the Open Reaction Database (ORD), a public repository of structured organic reaction records. Task: describe an organic reaction: reactants, conditions, products, and yield Starting materials: O1CCC2=C1C=CC(=C2)C[C@H](C)N(CC)[C@@H](C)C2=CC=CC=C2 ((S,S)-N-[2-(2,3-dihydrobenzofuran-5-yl)-1-methylethyl]-N-ethyl-(1-phenylethyl)amine), C(=O)[O-].[NH4+] (ammonium formate). The reagents and catalysts are [Pd] (palladium on carbon). Solvent: C(C)O (ethanol). Product: O1CCC2=C1C=CC(=C2)C[C@H](C)NCC ((S)-N-[2-(2,3-dihydrobenzofuran-5-yl)-1-methylethyl]ethylamine). The yield is 92.2%. As a reaction SMILES: [O:1]1[C:5]2[CH:6]=[CH:7][C:8]([CH2:10][C@@H:11]([N:13]([C@H](C3C=CC=CC=3)C)[CH2:14][CH3:15])[CH3:12])=[CH:9][C:4]=2[CH2:3][CH2:2]1.C([O-])=O.[NH4+]>[Pd].C(O)C>[O:1]1[C:5]2[CH:6]=[CH:7][C:8]([CH2:10][C@@H:11]([NH:13][CH2:14][CH3:15])[CH3:12])=[CH:9][C:4]=2[CH2:3][CH2:2]1 |f:1.2|. Procedure details: A mixture of (S,S)-N-[2-(2,3-dihydrobenzofuran-5-yl)-1-methylethyl]-N-ethyl-(1-phenylethyl)amine (23 grams, 0.074 mole) and ammonium formate (30 grams, 0.48 mole) and 10% palladium on carbon (3.7 grams) in ethanol (300 ml) was heated under reflux for 2 hours. The mixture was filtered and the solvent was evaporated to give a residue which was partitioned between 5% sodium hydroxide and ether. Evaporation of the organic phase gave (S)-N-[2-(2,3-dihydrobenzofuran-5-yl)-1-methylethyl]ethylamine as a... Reactants: NC1=CC=C(C=C1)C1=C(SC=2N=CN=C(C21)N)CC (5-(4-aminophenyl)-6-ethylthieno[2,3-d]pyrimidin-4-amine), O([Na])C#N (NaOCN). Solvent: O (water), C(C)(=O)O (acetic acid). Yields the product NC=1C2=C(N=CN1)SC(=C2C2=CC=C(C=C2)NC(=O)N)CC (N-[4-(4-amino-6-ethylthieno[2,3-d]pyrimidin-5-yl)phenyl]urea). The yield is 95.7%. As a reaction SMILES: [NH2:1][C:2]1[CH:7]=[CH:6][C:5]([C:8]2[C:16]3[C:15]([NH2:17])=[N:14][CH:13]=[N:12][C:11]=3[S:10][C:9]=2[CH2:18][CH3:19])=[CH:4][CH:3]=1.[O:20]([C:22]#[N:23])[Na]>O.C(O)(=O)C>[NH2:17][C:15]1[C:16]2[C:8]([C:5]3[CH:4]=[CH:3][C:2]([NH:1][C:22]([NH2:23])=[O:20])=[CH:7][CH:6]=3)=[C:9]([CH2:18][CH3:19])[S:10][C:11]=2[N:12]=[CH:13][N:14]=1. Reported procedure: A mixture of Example 78A (0.27 g, 1 mmol) and NaOCN (0.13 g, 2 mmol) in water (1.5 mL) and acetic acid (1.5 mL) was stirred overnight at room temperature and partitioned between water and ethyl acetate. The organic extract was washed with saturated aqueous NaHCO3 and brine, dried (MgSO4), filtered, and concentrated to provide 0.3 g of the desired product. MS (ESI(+)) m/e 314 (M+H)+; 1H NMR (300 MHz, DMSO-d6) δ 1.15 (t, J=7.46 Hz, 3H); 2.63 (q, J=7.57 Hz, 2H); 5.94 (m, 2H); 7.24 (d, J=8.48 Hz, 2H... Reactants: O=C([O-])[O-], CCOC(C)=O, N#CCCl, [Cs+], [Cs+], CN(C)C=O, c1ccc2c(c1)CNCC2c1ccc2sccc2c1. Yields the product c1ccc2c(c1)CCNC2. RXN SMILES: [C:24](=[O:25])([O-:26])[O-:27].[CH3:35][CH2:36][O:37][C:38](=[O:39])[CH3:40].[Cl:20][CH2:21][C:22]#[N:23].[Cs+:28].[Cs+:29].[O:30]=[CH:31][N:32]([CH3:33])[CH3:34].[s:1]1[cH:2][cH:3][c:4]2[cH:5][c:6]([CH:10]3[CH2:11][NH:12][CH2:13][c:14]4[cH:15][cH:16][cH:17][cH:18][c:19]43)[cH:7][cH:8][c:9]12>>[CH2:10]1[CH2:11][NH:12][CH2:13][c:14]2[cH:15][cH:16][cH:17][cH:18][c:19]21. Starting materials: COC(=O)c1cccc2c1OCC(CO)N2c1ccc(OC)cn1, CO, [Cl-], [Na+]. The product is Cl, COc1ccc(N2c3cccc(C(=O)O)c3OCC2CO)nc1. RXN SMILES: [CH3:1][O:2][C:3](=[O:4])[c:5]1[cH:6][cH:7][cH:8][c:9]2[c:10]1[O:11][CH2:12][CH:13]([CH2:23][OH:24])[N:14]2[c:15]1[n:16][cH:17][c:18]([O:21][CH3:22])[cH:19][cH:20]1.[CH3:27][OH:28].[Cl-:25].[Na+:26]>>[ClH:25].[O:2]=[C:3]([OH:4])[c:5]1[cH:6][cH:7][cH:8][c:9]2[c:10]1[O:11][CH2:12][CH:13]([CH2:23][OH:24])[N:14]2[c:15]1[n:16][cH:17][c:18]([O:21][CH3:22])[cH:19][cH:20]1. Starting materials: C12(C(=O)CC(CC1)C2(C)C)C (camphor), [H-].[Na+] (sodium hydride), [N+](=O)([O-])C=1C=C(C=O)C=CC1 (meta-nitrobenzaldehyde). The solvent is C(OC)COC (dimethoxyethane), C(OC)COC (dimethoxyethane), C(OC)COC (dimethoxyethane). Reaction conditions: temperature 80 celsius, time 1.5 hour. Product: [N+](=O)([O-])C=1C=C(C=C2C(C3(CCC2C3(C)C)C)=O)C=CC1 (meta-nitrobenzylidenecamphor). Reaction SMILES: [C:1]12([CH3:11])[C:8]([CH3:10])([CH3:9])[CH:5]([CH2:6][CH2:7]1)[CH2:4][C:2]2=[O:3].[H-].[Na+].[N+:14]([C:17]1[CH:18]=[C:19]([CH:22]=[CH:23][CH:24]=1)[CH:20]=O)([O-:16])=[O:15]>C(COC)OC>[N+:14]([C:17]1[CH:18]=[C:19]([CH:22]=[CH:23][CH:24]=1)[CH:20]=[C:4]1[CH:5]2[C:8]([CH3:10])([CH3:9])[C:1]([CH3:11])([CH2:7][CH2:6]2)[C:2]1=[O:3])([O-:16])=[O:15] |f:1.2|. Reported procedure: The camphor (50.2 g, 0.33 mol), dimethoxyethane (180 ml) and sodium hydride (32 g at 50% in oil, 0.33 mol) washed with dimethoxyethane, are placed in a round-bottom flask. The mixture is heated under nitrogen to 80° C. and the meta-nitrobenzaldehyde (45.3 g, 0.3 mol) dissolved in dimethoxyethane (100 ml) is added dropwise over half an hour. The mixture is left stirring at 80° C. for 1.5 hours. The reaction mixture is allowed to cool and it is poured cautiously in 2 litres of acidified and ice co... The reactants are CN1CCNCC1 (1-methylpiperazine), C([O-])(O)=O.[Na+] (sodium bicarbonate), CC1=C(CCl)C=CC=C1[N+](=O)[O-] (2-Methyl-3-nitrobenzylchloride). Solvent: C1CCOC1 (THF). Run at temperature 65 celsius, time 16 hour. Product: CC1=C(CN2CCN(CC2)C)C=CC=C1[N+](=O)[O-] (1-(2-methyl-3-nitrobenzyl)-4-methylpiperazine). Reaction SMILES: [CH3:1][C:2]1[C:9]([N+:10]([O-:12])=[O:11])=[CH:8][CH:7]=[CH:6][C:3]=1[CH2:4]Cl.[CH3:13][N:14]1[CH2:19][CH2:18][NH:17][CH2:16][CH2:15]1.C(=O)(O)[O-].[Na+]>C1COCC1>[CH3:1][C:2]1[C:9]([N+:10]([O-:12])=[O:11])=[CH:8][CH:7]=[CH:6][C:3]=1[CH2:4][N:17]1[CH2:18][CH2:19][N:14]([CH3:13])[CH2:15][CH2:16]1 |f:2.3|. Procedure: 2-Methyl-3-nitrobenzylchloride (1.0 g, 5.4 mmol) was dissolved in 30 ml of THF, and to this was added 1-methylpiperazine (0.65 g, 6.5 mmol) and sodium bicarbonate (2.26 g, 26.9 mmol). The reaction mixture was stirred at 65° C. for 16 hours. The mixture was partitioned between EtOAc and H2O. The aqueous layer was extracted with EtOAc, and the combined organic layers were washed with saturated NH4Cl, H2O, brine and dried over MgSO4. Solvent evaporation afforded 1-(2-methyl-3-nitrobenzyl)-4-methylp...